This data is from the Open Reaction Database (ORD), a public repository of structured organic reaction records. The task is: describe an organic reaction: reactants, conditions, products, and yield The reactants are O (water), OC=1C=C(C=CC1)C1C(COC2=C1C=CC(=C2)OCOC)(C)C2=CC=C(C=C2)OCOC ((3RS,4RS)-4-(3-Hydroxyphenyl)-7-methoxymethyloxy-3-[4-(methoxymethyloxy)phenyl]-3-methyl-2,3-dihydro-4H-benzopyran), BrCCCCCl (1-bromo-4-chlorobutane), [OH-].[Na+] (NaOH). Run in CC(=O)C (acetone). Conditions: temperature 50 celsius, time 4 hour. Product: ClCCCCOC=1C=C(C=CC1)C1C(COC2=C1C=CC(=C2)OCOC)(C)C2=CC=C(C=C2)OCOC ((3RS,4RS)-4-[3-(4-chlorobutyloxy)phenyl]-7-methoxymethyloxy-3-[4-(methoxymethyloxy)phenyl]-3-methyl-2,3-dihydro-4H-benzopyran). Isolated yield 96.5%. Reaction SMILES: [OH:1][C:2]1[CH:3]=[C:4]([CH:8]2[C:13]3[CH:14]=[CH:15][C:16]([O:18][CH2:19][O:20][CH3:21])=[CH:17][C:12]=3[O:11][CH2:10][C:9]2([C:23]2[CH:28]=[CH:27][C:26]([O:29][CH2:30][O:31][CH3:32])=[CH:25][CH:24]=2)[CH3:22])[CH:5]=[CH:6][CH:7]=1.Br[CH2:34][CH2:35][CH2:36][CH2:37][Cl:38].[OH-].[Na+].O>CC(C)=O>[Cl:38][CH2:37][CH2:36][CH2:35][CH2:34][O:1][C:2]1[CH:3]=[C:4]([CH:8]2[C:13]3[CH:14]=[CH:15][C:16]([O:18][CH2:19][O:20][CH3:21])=[CH:17][C:12]=3[O:11][CH2:10][C:9]2([C:23]2[CH:24]=[CH:25][C:26]([O:29][CH2:30][O:31][CH3:32])=[CH:27][CH:28]=2)[CH3:22])[CH:5]=[CH:6][CH:7]=1 |f:2.3|. Procedure: (3RS,4RS)-4-(3-Hydroxyphenyl)-7-methoxymethyloxy-3-[4-(methoxymethyloxy)phenyl]-3-methyl-2,3-dihydro-4H-benzopyran (260 mg, 0.59 mmol), 1-bromo-4-chlorobutane (0.8 ml, 2.98 mmol) and aqueous 2N-NaOH solution (0.8 ml) were dissolved in acetone (10 ml) and then stirred for 4 hours at 50° C. The reaction mixture was cooled to room temperature and then water was added thereto. The reaction solution was extracted with ethyl acetate and the organic layer was dried over anhydrous magnesium sulfate, fil... Yields the product ClC=CCO\N=C(/CC)\C1C(CC(CC1=O)C1=CC=NN1C)=O ((E)-2-[1-(3-chloro-2-propenyloxyimino) propyl]-5-(1-methyl-1H-pyrazol-5-yl)-cyclohexane-1,3-dione). As a reaction SMILES: [CH3:1][N:2]1[C:6]([CH:7]2[CH2:12][C:11](=[O:13])[CH:10]([C:14](=O)[CH2:15][CH3:16])[C:9](=[O:18])[CH2:8]2)=[CH:5][CH:4]=[N:3]1.[Cl:19]/[CH:20]=[CH:21]/[CH2:22][O:23][NH2:24]>>[Cl:19][CH:20]=[CH:21][CH2:22][O:23]/[N:24]=[C:14](/[CH:10]1[C:11](=[O:13])[CH2:12][CH:7]([C:6]2[N:2]([CH3:1])[N:3]=[CH:4][CH:5]=2)[CH2:8][C:9]1=[O:18])\[CH2:15][CH3:16]. Reactants: ethanolic solution, CN1N=CC=C1C1CC(C(C(C1)=O)C(CC)=O)=O (5-(1-methyl-1H-pyrazol-5-yl)-2-propionylcyclohexane-1,3-dione), ethanolic solution, Cl/C=C/CON ((E)-3-chloro-2-propenyloxyamine). Reported procedure: To 5 ml of an ethanolic solution of 0.35 g (1.4 mmols) of 5-(1-methyl-1H-pyrazol-5-yl)-2-propionylcyclohexane-1,3-dione was added 3.8 ml (1.4 mmols) of 0.38 mol ethanolic solution of (E)-3-chloro-2-propenyloxyamine. The mixture was reacted for 10 hours with stirring. After completion of the reaction, the reaction mixture was concentrated under reduced pressure. The resulting crude product was purified by silica gel column chromatography (hexane:ethyl acetate=b 1:2) to give 0.25 g of the product. Starting materials: CCOC(=O)N1c2ccccc2C=CC1OCC, O=C(O)CCOCCOc1ccccc1, NNC(=O)c1ccc(O)cc1. Yields the product O=C(CCOCCOc1ccccc1)NNC(=O)c1ccc(O)cc1. As a reaction SMILES: [CH2:16]([O:17][CH:18]1[CH:19]=[CH:20][c:21]2[c:22]([cH:23][cH:24][cH:25][cH:26]2)[N:27]1[C:28]([O:29][CH2:30][CH3:31])=[O:32])[CH3:33].[O:1]([c:2]1[cH:3][cH:4][cH:5][cH:6][cH:7]1)[CH2:8][CH2:9][O:10][CH2:11][CH2:12][C:13](=[O:14])[OH:15].[OH:34][c:35]1[cH:36][cH:37][c:38]([C:39](=[O:40])[NH:41][NH2:42])[cH:43][cH:44]1>>[O:1]([c:2]1[cH:3][cH:4][cH:5][cH:6][cH:7]1)[CH2:8][CH2:9][O:10][CH2:11][CH2:12][C:13](=[O:15])[NH:42][NH:41][C:39]([c:38]1[cH:37][cH:36][c:35]([OH:34])[cH:44][cH:43]1)=[O:40]. Starting materials: N1C(=NC2=C1C=CC=C2)CN2C(CCC1CC(CCC21)CC2=CC=CC=C2)=O (1-(1H-benzimidazol-2-ylmethyl)-6-benzyl-octahydro-quinolin-2-one), [H-].[Al+3].[Li+].[H-].[H-].[H-] (lithium aluminum hydride). Run in C1CCOC1 (THF). Yields the product N1C(=NC2=C1C=CC=C2)CN2CCCC1CC(CCC21)CC2=CC=CC=C2 (1-(1H-benzimidazol-2-ylmethyl)-6-benzyl-decahydro-quinoline). Reaction SMILES: [NH:1]1[C:5]2[CH:6]=[CH:7][CH:8]=[CH:9][C:4]=2[N:3]=[C:2]1[CH2:10][N:11]1[CH:20]2[CH:15]([CH2:16][CH:17]([CH2:21][C:22]3[CH:27]=[CH:26][CH:25]=[CH:24][CH:23]=3)[CH2:18][CH2:19]2)[CH2:14][CH2:13][C:12]1=O.[H-].[Al+3].[Li+].[H-].[H-].[H-]>C1COCC1>[NH:1]1[C:5]2[CH:6]=[CH:7][CH:8]=[CH:9][C:4]=2[N:3]=[C:2]1[CH2:10][N:11]1[CH:20]2[CH:15]([CH2:16][CH:17]([CH2:21][C:22]3[CH:27]=[CH:26][CH:25]=[CH:24][CH:23]=3)[CH2:18][CH2:19]2)[CH2:14][CH2:13][CH2:12]1 |f:1.2.3.4.5.6|. Procedure details: A stirred solution of 0.15 g of 1-(1H-benzimidazol-2-ylmethyl)-6-benzyl-octahydro-quinolin-2-one in 20 mL of dry THF containing 0.1 g of lithium aluminum hydride was heated to reflux overnight, cooled in an ice bath, and quenched with 0.1 mL of 5N NaOH, then 1 mL of water. After stirring and warming to room temperature for 2 h, the mixture was filtered through a glass frit and the filtrate concentrated to dryness under reduced pressure. Chromatography using 10% methanol in chloroform gave 1-(1H-... Reactants: C(C)(C)(C)C1=CC=C(C=C1)S(=O)(=O)NC=1C=C(C(=O)O)C=C(C1OC1=CC(=CC=C1)OC)OCCO (3-(4-tert-butyl-benzenesulphonylamino)-5-(2-hydroxy-ethoxy)-4-(3-methoxy-phenoxy)-benzoic acid), C1OC=2C=C(N)C=CC2O1 (3,4-methylenedioxyaniline). Yields the product O1COC2=C1C=CC(=C2)NC(C2=CC(=C(C(=C2)OCCO)OC2=CC(=CC=C2)OC)NS(=O)(=O)C2=CC=C(C=C2)C(C)(C)C)=O (N-benzo-[1,3]dioxol-5-yl-3-(4-tert-butylbenzenesulphonylamino)-5-(2-hydroxy-ethoxy)-4-(3-methoxy-phenoxy)-benzamide). RXN SMILES: [C:1]([C:5]1[CH:10]=[CH:9][C:8]([S:11]([NH:14][C:15]2[CH:16]=[C:17]([CH:21]=[C:22]([O:33][CH2:34][CH2:35][OH:36])[C:23]=2[O:24][C:25]2[CH:30]=[CH:29][CH:28]=[C:27]([O:31][CH3:32])[CH:26]=2)[C:18](O)=[O:19])(=[O:13])=[O:12])=[CH:7][CH:6]=1)([CH3:4])([CH3:3])[CH3:2].[CH2:37]1[O:46][C:45]2[CH:44]=[CH:43][C:41]([NH2:42])=[CH:40][C:39]=2[O:38]1>>[O:46]1[C:45]2[CH:44]=[CH:43][C:41]([NH:42][C:18](=[O:19])[C:17]3[CH:21]=[C:22]([O:33][CH2:34][CH2:35][OH:36])[C:23]([O:24][C:25]4[CH:30]=[CH:29][CH:28]=[C:27]([O:31][CH3:32])[CH:26]=4)=[C:15]([NH:14][S:11]([C:8]4[CH:9]=[CH:10][C:5]([C:1]([CH3:3])([CH3:2])[CH3:4])=[CH:6][CH:7]=4)(=[O:12])=[O:13])[CH:16]=3)=[CH:40][C:39]=2[O:38][CH2:37]1. Reported procedure: Analogously to Example 74, by condensing 3-(4-tert-butyl-benzenesulphonylamino)-5-(2-hydroxy-ethoxy)-4-(3-methoxy-phenoxy)-benzoic acid with 3,4-methylenedioxyaniline there was obtained N-benzo-[1,3]dioxol-5-yl-3-(4-tert-butylbenzenesulphonylamino)-5-(2-hydroxy-ethoxy)-4-(3-methoxy-phenoxy)-benzamide.